Dataset: the Open Reaction Database (ORD), a public repository of structured organic reaction records. Task: describe an organic reaction: reactants, conditions, products, and yield Reactants: C(C1=CC=CC=C1)(=S)OCCC1=CC=C(C=C1)O (2-(4-Hydroxyphenyl)ethyl thiobenzoate), C[O-].[Na+] (Sodium methoxide), S(O)(O)(=O)=O (sulfuric acid), ClC(C(=O)[O-])CC1=CC=C(C=C1)CCOC1=CC=C(C=C1)OS(=O)(=O)C.[NH4+] (ammonium 2-chloro-3-[4-(2-{4-[(methylsulfonyl)oxy]phenoxy}ethyl)phenyl]-propanoate), C(OC)(OC)OC (trimethyl orthoformate), C(C)(C)(C)N (tert-Butylamine). Solvent: CC(C)(C)OC (MTBE), CO (methanol), O (water), CO (methanol). Reaction conditions: temperature 60 celsius, time 5 hour. The product is OC1=CC=C(C=C1)CCS[C@H](C(=O)[O-])CC1=CC=C(C=C1)CCOC1=CC=C(C=C1)OS(=O)(=O)C.C(C)(C)(C)[NH3+] (tert-Butylammonium (S)-(−)-2-{[2-(4-hydroxyphenyl)ethyl]thio}-3-[4-(2-{4-[(methylsulfonyl)oxy]phenoxy}ethyl)phenyl]propanoate). Yield: 70.5%. Reaction SMILES: [S:1](=O)(=O)(O)O.Cl[CH:7]([CH2:11][C:12]1[CH:17]=[CH:16][C:15]([CH2:18][CH2:19][O:20][C:21]2[CH:26]=[CH:25][C:24]([O:27][S:28]([CH3:31])(=[O:30])=[O:29])=[CH:23][CH:22]=2)=[CH:14][CH:13]=1)[C:8]([O-:10])=[O:9].[NH4+].C(OC)(OC)OC.C(O[CH2:49][CH2:50][C:51]1[CH:56]=[CH:55][C:54]([OH:57])=[CH:53][CH:52]=1)(=S)C1C=CC=CC=1.C[O-].[Na+].[C:61]([NH2:65])([CH3:64])([CH3:63])[CH3:62]>CO.CC(OC)(C)C.O>[OH:57][C:54]1[CH:55]=[CH:56][C:51]([CH2:50][CH2:49][S:1][C@@H:7]([CH2:11][C:12]2[CH:17]=[CH:16][C:15]([CH2:18][CH2:19][O:20][C:21]3[CH:26]=[CH:25][C:24]([O:27][S:28]([CH3:31])(=[O:30])=[O:29])=[CH:23][CH:22]=3)=[CH:14][CH:13]=2)[C:8]([O-:10])=[O:9])=[CH:52][CH:53]=1.[C:61]([NH3+:65])([CH3:64])([CH3:63])[CH3:62] |f:1.2,5.6,11.12|. Procedure: Concentrated sulfuric acid (2.2 mL, 60.0 mmol) was added smoothly over 30 minutes to a slurry of ammonium 2-chloro-3-[4-(2-{4-[(methylsulfonyl)oxy]phenoxy}ethyl)phenyl]-propanoate (15.0 g @ 91.4% strength, 33.0 mmol) in methanol (60 mL) and trimethyl orthoformate (10.9 mL, 39.6 mmol), followed by a line wash of methanol (7.5 mL). The reaction mixture was heated to 60° C. for 2 hours to form a dark solution, and then cooled back to 50° C. 2-(4-Hydroxyphenyl)ethyl thiobenzoate (10.4 g @ 97.9%, 39....